From a dataset of the Open Reaction Database (ORD), a public repository of structured organic reaction records. describe an organic reaction: reactants, conditions, products, and yield The reactants are C(C)(C)(C)OC(=O)N1[C@@H](CC(C1)=NOC)C(=O)O ((2S,4EZ)-1-(tert-butoxycarbonyl)-4-(methoxyimino)-2-pyrrolidinecarboxylic acid), CC1=C(C=CC(=C1)C(=O)O)C1=CC=CC=C1 (2-methyl[1,1′-biphenyl]-4-carboxylic acid), C1(=CC=CC=C1)CCN (2-phenylethanamine). The product is CON=C1C[C@H](N(C1)C(=O)C1=CC=C(C=C1)C1=C(C=CC=C1)C)C(=O)NCCC1=CC=CC=C1 ((2S,4EZ)-4-(methoxyimino)-1-[(2′-methyl[1,1′-biphenyl]-4-yl)carbonyl]-N-(2-phenylethyl)-2-pyrrolidinecarboxamide). Reaction SMILES: C(O[C:6]([N:8]1[CH2:12][C:11](=[N:13][O:14][CH3:15])[CH2:10][C@H:9]1[C:16]([OH:18])=O)=[O:7])(C)(C)C.[CH3:19][C:20]1[CH:25]=[C:24](C(O)=O)[CH:23]=[CH:22][C:21]=1[C:29]1[CH:34]=[CH:33][CH:32]=[CH:31][CH:30]=1.[C:35]1([CH2:41][CH2:42][NH2:43])[CH:40]=[CH:39][CH:38]=[CH:37][CH:36]=1>>[CH3:15][O:14][N:13]=[C:11]1[CH2:12][N:8]([C:6]([C:32]2[CH:31]=[CH:30][C:29]([C:21]3[CH:22]=[CH:23][CH:24]=[CH:25][C:20]=3[CH3:19])=[CH:34][CH:33]=2)=[O:7])[C@H:9]([C:16]([NH:43][CH2:42][CH2:41][C:35]2[CH:40]=[CH:39][CH:38]=[CH:37][CH:36]=2)=[O:18])[CH2:10]1. Procedure: Following the general method as outlined in Example 22, starting from (2S,4EZ)-1-(tert-butoxycarbonyl)-4-(methoxyimino)-2-pyrrolidinecarboxylic acid, 2-methyl[1,1′-biphenyl]-4-carboxylic acid, and 2-phenylethanamine, the title compound was obtained in 89% purity by HPLC. MS(ESI+): m/z=456. Product: FC(C1=NN=C2N1C=C(C1=CC=CC=C21)C)(F)F (3-Trifluoromethyl-6-methyl-s-triazolo-[3,4-a]-isoquinoline). Reactants: N(N)C1=NC=C(C2=CC=CC=C12)C (1-Hydrazino-4-methylisoquinoline), FC(C(=O)O)(F)F (trifluoroacetic acid). Procedure: 1-Hydrazino-4-methylisoquinoline (5.0 g.) and trifluoroacetic acid (70 ml.)were heated at reflux for three hours. After removal of the excess trifluoroacetic acid, the residue was dissolved in chloroform and extracted with sodium carbonate solution. The organic layer was dried and concentrated and the residue was recrystallized from a cyclohexane-benzene(70/30) mixture to provide the product in a yield of 65%, m.p. 162°-164°C. As a reaction SMILES: [NH:1]([C:3]1[C:12]2[C:7](=[CH:8][CH:9]=[CH:10][CH:11]=2)[C:6]([CH3:13])=[CH:5][N:4]=1)[NH2:2].[F:14][C:15]([F:20])([F:19])[C:16](O)=O>>[F:14][C:15]([F:20])([F:19])[C:16]1[N:4]2[CH:5]=[C:6]([CH3:13])[C:7]3[C:12]([C:3]2=[N:1][N:2]=1)=[CH:11][CH:10]=[CH:9][CH:8]=3. The yield is 65.0%. Starting materials: C=1C=CC2=C(C1)N=NN2O (HOBt), FC1=CC=C(CN2CC3(C2)OC2=CC=C(C=C2C(C3)=O)/C=C/C(=O)O)C=C1 ((E)-3-[1′-(4-fluoro-benzyl)-4-oxo-spiro(chromane-2,3′-azetidine)-6-yl]-acrylic acid), TEA, C(CCl)Cl (EDC), NOC1OCCCC1 (NH2OTHP). Solvent: C(Cl)Cl (DCM). Product: FC1=CC=C(CN2CC3(C2)OC2=CC=C(C=C2C(C3)=O)/C=C/C(=O)NOC3OCCCC3)C=C1 ((E)-3-[1′-(4-fluoro-benzyl)-4-oxo-spiro(chromane-2,3′-azetidine)-6-yl]-N-(tetrahydro-pyran-2-yloxy)-acrylamide). Yield: 81.1%. Reaction SMILES: [F:1][C:2]1[CH:27]=[CH:26][C:5]([CH2:6][N:7]2[CH2:10][C:9]3([CH2:19][C:18](=[O:20])[C:17]4[C:12](=[CH:13][CH:14]=[C:15](/[CH:21]=[CH:22]/[C:23]([OH:25])=O)[CH:16]=4)[O:11]3)[CH2:8]2)=[CH:4][CH:3]=1.C(Cl)CCl.C1C=CC2N(O)N=NC=2C=1.[NH2:42][O:43][CH:44]1[CH2:49][CH2:48][CH2:47][CH2:46][O:45]1>C(Cl)Cl>[F:1][C:2]1[CH:27]=[CH:26][C:5]([CH2:6][N:7]2[CH2:8][C:9]3([CH2:19][C:18](=[O:20])[C:17]4[C:12](=[CH:13][CH:14]=[C:15](/[CH:21]=[CH:22]/[C:23]([NH:42][O:43][CH:44]5[CH2:49][CH2:48][CH2:47][CH2:46][O:45]5)=[O:25])[CH:16]=4)[O:11]3)[CH2:10]2)=[CH:4][CH:3]=1. Reported procedure: A suspension of (E)-3-[1′-(4-fluoro-benzyl)-4-oxo-spiro(chromane-2,3′-azetidine)-6-yl]-acrylic acid (300 mg, 0.74 mmol) in DCM (9 ml) was treated with TEA (0.17 ml, 1.2 mmol) and then with EDC (235 mg, 1.23 mmol), HOBt (166 mg, 1.23 mmol) and NH2OTHP (115 mg, 0.982 mmol) following the procedure described in Example 30, Step B, giving (E)-3-[1′-(4-fluoro-benzyl)-4-oxo-spiro(chromane-2,3′-azetidine)-6-yl]-N-(tetrahydro-pyran-2-yloxy)-acrylamide (280 mg) as a light yellow solid. Yields the product O=C(CNc1ccc2[nH]c(=O)oc2c1)N1CCC(Cc2ccccc2)CC1. The reactants are CCOCC, O=C(CCl)N1CCC(Cc2ccccc2)CC1, Nc1ccc2[nH]c(=O)oc2c1. As a reaction SMILES: [CH2:29]([O:30][CH2:31][CH3:32])[CH3:33].[Cl:12][CH2:13][C:14](=[O:15])[N:16]1[CH2:17][CH2:18][CH:19]([CH2:22][c:23]2[cH:24][cH:25][cH:26][cH:27][cH:28]2)[CH2:20][CH2:21]1.[NH2:1][c:2]1[cH:3][c:4]2[c:5]([nH:6][c:7](=[O:9])[o:8]2)[cH:10][cH:11]1>>[NH:1]([c:2]1[cH:3][c:4]2[c:5]([nH:6][c:7](=[O:9])[o:8]2)[cH:10][cH:11]1)[CH2:13][C:14](=[O:15])[N:16]1[CH2:17][CH2:18][CH:19]([CH2:22][c:23]2[cH:24][cH:25][cH:26][cH:27][cH:28]2)[CH2:20][CH2:21]1. Reactants: BrC1=C(C=CC(=C1)F)C1N=C(NC(=C1C(=O)OCC)C)C=1SC=C(N1)CC(=O)O (2-(2-(4-(2-bromo-4-fluorophenyl)-5-(ethoxycarbonyl)-6-methyl-1,4-dihydropyrimidin-2-yl)thiazol-4-yl)acetic acid), CCN=C=NCCCN(C)C.Cl (EDC.HCl), C1=CC2=C(N=C1)N(N=N2)O (HOAt), CCN(C(C)C)C(C)C (DIPEA), Cl.CN (methanamine hydrochloride). The solvent is CN(C)C=O (DMF), CCOC(=O)C (EtOAc). Reaction conditions: temperature -10 celsius, time 30 minute. Product: BrC1=C(C=CC(=C1)F)C1N=C(NC(=C1C(=O)OCC)C)C=1SC=C(N1)CC(=O)NC (Ethyl 4-(2-bromo-4-fluorophenyl)-6-methyl-2-(4-(2-(methylamino)-2-oxoethyl)thiazol-2-yl)-1,4-dihydropyrimidine-5-carboxylate). Yield: 39.1%. As a reaction SMILES: [Br:1][C:2]1[CH:7]=[C:6]([F:8])[CH:5]=[CH:4][C:3]=1[CH:9]1[C:14]([C:15]([O:17][CH2:18][CH3:19])=[O:16])=[C:13]([CH3:20])[NH:12][C:11]([C:21]2[S:22][CH:23]=[C:24]([CH2:26][C:27]([OH:29])=O)[N:25]=2)=[N:10]1.C[CH2:31][N:32]=C=NCCCN(C)C.Cl.C1C=NC2N(O)N=NC=2C=1.CCN(C(C)C)C(C)C.Cl.CN>CN(C=O)C.CCOC(C)=O>[Br:1][C:2]1[CH:7]=[C:6]([F:8])[CH:5]=[CH:4][C:3]=1[CH:9]1[C:14]([C:15]([O:17][CH2:18][CH3:19])=[O:16])=[C:13]([CH3:20])[NH:12][C:11]([C:21]2[S:22][CH:23]=[C:24]([CH2:26][C:27]([NH:32][CH3:31])=[O:29])[N:25]=2)=[N:10]1 |f:1.2,5.6|. Reported procedure: A solution of 2-(2-(4-(2-bromo-4-fluorophenyl)-5-(ethoxycarbonyl)-6-methyl-1,4-dihydropyrimidin-2-yl)thiazol-4-yl)acetic acid (3 g, 6.2 mmol), EDC.HCl (1.55 g, 8.06 mmol), HOAt (0.84 g, 6.2 mmol) and DIPEA (1.6 g, 12.4 mmol) in DMF (60 mL) was cooled to 10° C. and then stirred at −10° C. for 30 minutes. Then methanamine hydrochloride (0.63 g, 9.3 mmol) was added and the mixture was stirred for another 1 hour. The mixture was warmed to 50° C. and stirred for 4 hours. The reaction solution was dil... Reactants: C(C)OC(=O)C1(CC2=C(C(=C(C(=C2C1)OC)OC)OC)OC)CCCCCCCC(=O)OCC (ethyl 8-(2-ethoxycarbonyl-4,5,6,7-tetramethoxyindan-2-yl)octanoate), [OH-].[Na+] (sodium hydroxide). Solvent: C(C)O (ethanol). Product: C(=O)(O)C1(CC2=C(C(=C(C(=C2C1)OC)OC)OC)OC)CCCCCCCC(=O)O (8-(2-Carboxy-4,5,6,7-tetramethoxyindan-2-yl)octanoic acid). Isolated yield 50.2%. As a reaction SMILES: C([O:3][C:4]([C:6]1([CH2:23][CH2:24][CH2:25][CH2:26][CH2:27][CH2:28][CH2:29][C:30]([O:32]CC)=[O:31])[CH2:14][C:13]2[C:8](=[C:9]([O:21][CH3:22])[C:10]([O:19][CH3:20])=[C:11]([O:17][CH3:18])[C:12]=2[O:15][CH3:16])[CH2:7]1)=[O:5])C.[OH-].[Na+]>C(O)C>[C:4]([C:6]1([CH2:23][CH2:24][CH2:25][CH2:26][CH2:27][CH2:28][CH2:29][C:30]([OH:32])=[O:31])[CH2:7][C:8]2[C:13](=[C:12]([O:15][CH3:16])[C:11]([O:17][CH3:18])=[C:10]([O:19][CH3:20])[C:9]=2[O:21][CH3:22])[CH2:14]1)([OH:5])=[O:3] |f:1.2|. Procedure details: A mixture comprised of an ethanol (4 ml) solution of ethyl 8-(2-ethoxycarbonyl-4,5,6,7-tetramethoxyindan-2-yl)octanoate (200 mg, 0.416 mmols) and an aqueous sodium hydroxide solution (3 M, 0.553 ml, 1.66 mmols) was heated under reflux for 12 hours. The reaction mixture was concentrated in vacuo, which was made acidic with 1 N hydrochloric acid, followed by extraction with ethyl acetate. The organic layer was washed with a saturated aqueous sodium chloride solution, and then dried. The solvent wa... Starting materials: CN(C)CCOc1ccc(N)cc1, CCN(C(C)C)C(C)C, S=C(Cl)Cl, C1CCOC1. Yields the product CN(C)CCOc1ccc(N=C=S)cc1. RXN SMILES: [CH3:10][N:11]([CH2:12][CH2:13][O:14][c:15]1[cH:16][cH:17][c:18]([NH2:19])[cH:20][cH:21]1)[CH3:22].[CH:1]([N:2]([CH:3]([CH3:4])[CH3:5])[CH2:6][CH3:7])([CH3:8])[CH3:9].[Cl:23][C:24]([Cl:25])=[S:26].[O:27]1[CH2:28][CH2:29][CH2:30][CH2:31]1>>[CH3:10][N:11]([CH2:12][CH2:13][O:14][c:15]1[cH:16][cH:17][c:18]([N:19]=[C:24]=[S:26])[cH:20][cH:21]1)[CH3:22]. Starting materials: [ 2 ], [N+](=O)([O-])C1=C(C=CC(=C1)[N+](=O)[O-])Cl (2,4-dinitrochlorobenzene), N#CN (cyanamide). Reported procedure: It is known, from J. pract. Chem. [2] 110 (1925) 300, to react 2,4-dinitrochlorobenzene with a large excess of cyanamide in aqueous ethanol to give 2,4-dinitrophenylcyanamide and to precipitate the latter by means of hydrochloric acid. When this precipitate is heated together with alcoholic hydrochloric acid, 2,4-dinitrophenylurea is obtained therefrom. Product: [N+](=O)([O-])C1=C(C=CC(=C1)[N+](=O)[O-])NC#N (2,4-dinitrophenylcyanamide). As a reaction SMILES: [N+:1]([C:4]1[CH:9]=[C:8]([N+:10]([O-:12])=[O:11])[CH:7]=[CH:6][C:5]=1Cl)([O-:3])=[O:2].[N:14]#[C:15][NH2:16]>C(O)C>[N+:1]([C:4]1[CH:9]=[C:8]([N+:10]([O-:12])=[O:11])[CH:7]=[CH:6][C:5]=1[NH:16][C:15]#[N:14])([O-:3])=[O:2]. Run in C(C)O (ethanol). Reagents/catalysts: O.C(C)(=O)[O-].[Cu+2].C(C)(=O)[O-] (copper (II) acetate monohydrate). Run at temperature 0 celsius. As a reaction SMILES: O=C1O[C@H]([C@H](CO)O)C([O-])=C1O.[Na+].[C:14]1([C:20]#[CH:21])[CH:19]=[CH:18][CH:17]=[CH:16][CH:15]=1.[CH:22]1([CH:25]=[C:26]2[C:31](=[O:32])[O:30][C:29]([CH3:34])([CH3:33])[O:28][C:27]2=[O:35])[CH2:24][CH2:23]1>O.ClCCl.O.C([O-])(=O)C.[Cu+2].C([O-])(=O)C>[CH:22]1([C@H:25]([CH:26]2[C:31](=[O:32])[O:30][C:29]([CH3:33])([CH3:34])[O:28][C:27]2=[O:35])[C:21]#[C:20][C:14]2[CH:19]=[CH:18][CH:17]=[CH:16][CH:15]=2)[CH2:23][CH2:24]1 |f:0.1,6.7.8.9|. The solvent is O (water), ClCCl (dichloromethane). The reactants are O=C1C(O)=C([O-])[C@H](O1)[C@@H](O)CO.[Na+] (sodium (L)-ascorbate), C1(CC1)C=C1C(OC(OC1=O)(C)C)=O (5-(cyclopropylmethylene)-2,2-dimethyl-1,3-dioxane-4,6-dione), (R,M)-3-{[4-(2-diphenylphosphanyl-7-methoxy-naphthalen-1-yl)-phthalazin-1-ylamino]-phenyl-methyl}-pentan-3-ol, C1(=CC=CC=C1)C#C (phenylacetylene). The yield is 79.1%. Procedure details: A solution of copper (II) acetate monohydrate (5.0 mg, 0.025 mmol) in water (0.2 ml) was treated with sodium (L)-ascorbate (10 mg, 0.050 mmol), the mixture was stirred until the mixture was turned bright orange (3 min). Subsequently, (R,M)-3-{[4-(2-diphenylphosphanyl-7-methoxy-naphthalen-1-yl)-phthalazin-1-ylamino]-phenyl-methyl}-pentan-3-ol (1st diastereomer, 16.5 mg, 0.025 mmol) and phenylacetylene (0.275 ml, 2.5 mmol) were added, the resulting mixture was stirred for 10 min at 23° C., cooled ... Yields the product C1(CC1)[C@@H](C#CC1=CC=CC=C1)C1C(OC(OC1=O)(C)C)=O ((R)-(+)-5-(1-Cyclopropyl-3-phenylprop-2-ynyl)-2,2-dimethyl-1,3-dioxane-4,6-dione).